Task: describe an organic reaction: reactants, conditions, products, and yield. Dataset: the Open Reaction Database (ORD), a public repository of structured organic reaction records Starting materials: [N+](=O)([O-])C=1C=C(C=CC1[N+](=O)[O-])F (3,4-Dinitrofluorobenzene), OC1CCN(CC1)C (4-hydroxy-1-methylpiperidine), [H-].[Na+] (sodium hydride). Run in C1CCOC1 (THF). Run at time 1 hour. Product: [N+](=O)([O-])C=1C=C(OC2CCN(CC2)C)C=CC1[N+](=O)[O-] (4-(3,4-dinitro-phenoxy)-1-methyl-piperidine). RXN SMILES: [N+:1]([C:4]1[CH:5]=[C:6](F)[CH:7]=[CH:8][C:9]=1[N+:10]([O-:12])=[O:11])([O-:3])=[O:2].[OH:14][CH:15]1[CH2:20][CH2:19][N:18]([CH3:21])[CH2:17][CH2:16]1.[H-].[Na+]>C1COCC1>[N+:1]([C:4]1[CH:5]=[C:6]([CH:7]=[CH:8][C:9]=1[N+:10]([O-:12])=[O:11])[O:14][CH:15]1[CH2:20][CH2:19][N:18]([CH3:21])[CH2:17][CH2:16]1)([O-:3])=[O:2] |f:2.3|. Procedure: 3,4-Dinitrofluorobenzene (1.86 g, 10 mmol) and 4-hydroxy-1-methylpiperidine (1.38 g, 12 mmol) were dissolved in THF (20 ml) and stirred at ambient temperature while sodium hydride (60% dispersion in mineral oil, 0.40 g, 10 mmol) was added in several small portions. The reaction mixture was stirred for one hour and then reduced in vacuo, partitioned between ethyl acetate and water, and the organic phase washed with brine, dried (MgSO4) and reduced in vacuo. The resulting residue was subject to co...